This data is from the Open Reaction Database (ORD), a public repository of structured organic reaction records. The task is: describe an organic reaction: reactants, conditions, products, and yield Starting materials: CNC1=NN(C(C1)=O)C1=CC=CC=C1 (3-Methylamino-1-phenyl-2-pyrazolin-5-one), C(CC(=O)C)(=O)OCC (ethyl acetoacetate), C(C)(=O)O (acetic acid). Run in O (water). Run at time 6 hour. The product is CC=1C2=C(N(C(C1)=O)C)NN(C2=O)C2=CC=CC=C2 (4,7-dimethyl-2-phenylpyrazolo(3,4-b)pyridine-3,6-dione). Reaction SMILES: [CH3:1][NH:2][C:3]1CC(=O)[N:5]([C:9]2[CH:14]=[CH:13][CH:12]=[CH:11][CH:10]=2)[N:4]=1.[C:15](OCC)(=[O:20])[CH2:16][C:17]([CH3:19])=O.[C:24]([OH:27])(=O)[CH3:25]>O>[CH3:19][C:17]1[C:25]2[C:24](=[O:27])[N:5]([C:9]3[CH:10]=[CH:11][CH:12]=[CH:13][CH:14]=3)[NH:4][C:3]=2[N:2]([CH3:1])[C:15](=[O:20])[CH:16]=1. Procedure details: 3-Methylamino-1-phenyl-2-pyrazolin-5-one (1.9 g), ethyl acetoacetate (1.4 g) and acetic acid (8 ml) were refluxed while stirring for 6 hours. The reaction solution was diluted with water, and the resulting crystals were collected by filtration and washed with isopropyl alcohol to obtain 1.8 g of 4,7-dimethyl-2-phenylpyrazolo(3,4-b)pyridine-3,6-dione (melting point 179 - 181oC). In a solution of these crystals (1 g) in methanol (20 ml) and triethylamine (0.7 ml), 1,7-diphenyl-1,7-diaza-1,3,5-hept...